The task is: describe an organic reaction: reactants, conditions, products, and yield. This data is from the Open Reaction Database (ORD), a public repository of structured organic reaction records. The reactants are CC(=O)O[BH-](OC(C)=O)OC(C)=O, CC1=NCCc2c(F)cccc21, [Na+]. Product: CC1NCCc2c(F)cccc21. Reaction SMILES: [C:13]([O:14][BH-:15]([O:16][C:17](=[O:18])[CH3:19])[O:20][C:21](=[O:22])[CH3:23])(=[O:24])[CH3:25].[F:1][c:2]1[c:3]2[c:8]([cH:9][cH:10][cH:11]1)[C:7]([CH3:12])=[N:6][CH2:5][CH2:4]2.[Na+:26]>>[F:1][c:2]1[c:3]2[c:8]([cH:9][cH:10][cH:11]1)[CH:7]([CH3:12])[NH:6][CH2:5][CH2:4]2. The reactants are BrC(Br)(Br)Br, Cc1oc(-c2ccccc2)nc1CCOc1ccc(CO)cc1, ClCCl, c1ccc(P(c2ccccc2)c2ccccc2)cc1. Yields the product Cc1oc(-c2ccccc2)nc1CCOc1ccc(CBr)cc1. As a reaction SMILES: [C:20]([Br:21])([Br:22])([Br:23])[Br:24].[CH3:25][c:26]1[c:27]([CH2:37][CH2:38][O:39][c:40]2[cH:41][cH:42][c:43]([CH2:46][OH:47])[cH:44][cH:45]2)[n:28][c:29](-[c:31]2[cH:32][cH:33][cH:34][cH:35][cH:36]2)[o:30]1.[Cl:48][CH2:49][Cl:50].[c:1]1([P:2]([c:3]2[cH:4][cH:5][cH:6][cH:7][cH:8]2)[c:9]2[cH:10][cH:11][cH:12][cH:13][cH:14]2)[cH:15][cH:16][cH:17][cH:18][cH:19]1>>[CH2:20]([Br:24])[c:43]1[cH:42][cH:41][c:40]([O:39][CH2:38][CH2:37][c:27]2[c:26]([CH3:25])[o:30][c:29](-[c:31]3[cH:32][cH:33][cH:34][cH:35][cH:36]3)[n:28]2)[cH:45][cH:44]1. The reactants are FC=1C=C(C=C(C1NS(=O)(=O)C)F)C(C)NC(=O)C=1N=C(OC1)Cl (2-Chloro-oxazole-4-carboxylic acid [1-(3,5-difluoro-4-methanesulfonylamino-phenyl)-ethyl]-amide), ClC1=C(C=C(C=C1)C(F)(F)F)O (2-chloro-5-trifluoromethyl-phenol). Yields the product FC=1C=C(C=C(C1NS(=O)(=O)C)F)C(C)NC(=O)C=1N=C(OC1)OC1=C(C=CC(=C1)C(F)(F)F)Cl (2-(2-Chloro-5-trifluoromethyl-phenoxy)-oxazole-4-carboxylic acid [1-(3,5-difluoro-4-methanesulfonylamino-phenyl)-ethyl]-amide). Isolated yield 71.2%. RXN SMILES: [F:1][C:2]1[CH:3]=[C:4]([CH:14]([NH:16][C:17]([C:19]2[N:20]=[C:21](Cl)[O:22][CH:23]=2)=[O:18])[CH3:15])[CH:5]=[C:6]([F:13])[C:7]=1[NH:8][S:9]([CH3:12])(=[O:11])=[O:10].[Cl:25][C:26]1[CH:31]=[CH:30][C:29]([C:32]([F:35])([F:34])[F:33])=[CH:28][C:27]=1[OH:36]>>[F:1][C:2]1[CH:3]=[C:4]([CH:14]([NH:16][C:17]([C:19]2[N:20]=[C:21]([O:36][C:27]3[CH:28]=[C:29]([C:32]([F:33])([F:34])[F:35])[CH:30]=[CH:31][C:26]=3[Cl:25])[O:22][CH:23]=2)=[O:18])[CH3:15])[CH:5]=[C:6]([F:13])[C:7]=1[NH:8][S:9]([CH3:12])(=[O:11])=[O:10]. Procedure: 2-Chloro-oxazole-4-carboxylic acid [1-(3,5-difluoro-4-methanesulfonylamino-phenyl)-ethyl]-amide (50 mg, 0.13 mmol) was reacted with 2-chloro-5-trifluoromethyl-phenol (52 mg, 0.26 mmol) to give the title compound (50 mg, 71%) after purification by column chromatography (gradient 12% to 100% EtOAc in n-hexane). Reactants: N#Cc1cnc(Nc2ccc(CCO)cc2)nc1-c1ccccc1, CS(C)=O, Cc1ccc(S(=O)(=O)Cl)cc1. Yields the product Cc1ccc(S(=O)(=O)OCCc2ccc(Nc3ncc(C#N)c(-c4ccccc4)n3)cc2)cc1. As a reaction SMILES: [C:1](#[N:2])[c:3]1[c:4](-[c:19]2[cH:20][cH:21][cH:22][cH:23][cH:24]2)[n:5][c:6]([NH:9][c:10]2[cH:11][cH:12][c:13]([CH2:16][CH2:17][OH:18])[cH:14][cH:15]2)[n:7][cH:8]1.[CH3:36][S:37]([CH3:38])=[O:39].[c:25]1([CH3:35])[cH:26][cH:27][c:28]([S:31](=[O:32])(=[O:33])[Cl:34])[cH:29][cH:30]1>>[C:1](#[N:2])[c:3]1[c:4](-[c:19]2[cH:20][cH:21][cH:22][cH:23][cH:24]2)[n:5][c:6]([NH:9][c:10]2[cH:11][cH:12][c:13]([CH2:16][CH2:17][O:18][S:31]([c:28]3[cH:27][cH:26][c:25]([CH3:35])[cH:30][cH:29]3)(=[O:32])=[O:33])[cH:14][cH:15]2)[n:7][cH:8]1. Solvent: CN(C=O)C (N,N-dimethylformamide), O (water). The reactants are ClC1=C(C=C(C=C1)NC(=O)C1=C(C(=NN1CCC)C(C(F)(F)F)(F)F)C(F)(F)F)C(NC1(CC1)C#N)=O (N-{4-chloro-3-[(1-cyanocyclopropyl)carbamoyl]phenyl}-3-(pentafluoroethyl)-1-propyl-4-(trifluoromethyl)-1H-pyrazole-5-carboxamide), C([O-])([O-])=O.[K+].[K+] (potassium carbonate), ICC (iodoethane). Reaction SMILES: [Cl:1][C:2]1[CH:7]=[CH:6][C:5]([NH:8][C:9]([C:11]2[N:15]([CH2:16][CH2:17][CH3:18])[N:14]=[C:13]([C:19]([F:25])([F:24])[C:20]([F:23])([F:22])[F:21])[C:12]=2[C:26]([F:29])([F:28])[F:27])=[O:10])=[CH:4][C:3]=1[C:30](=[O:37])[NH:31][C:32]1([C:35]#[N:36])[CH2:34][CH2:33]1.C(=O)([O-])[O-].[K+].[K+].I[CH2:45][CH3:46]>CN(C)C=O.O>[Cl:1][C:2]1[CH:7]=[CH:6][C:5]([N:8]([CH2:45][CH3:46])[C:9]([C:11]2[N:15]([CH2:16][CH2:17][CH3:18])[N:14]=[C:13]([C:19]([F:25])([F:24])[C:20]([F:23])([F:21])[F:22])[C:12]=2[C:26]([F:29])([F:27])[F:28])=[O:10])=[CH:4][C:3]=1[C:30](=[O:37])[NH:31][C:32]1([C:35]#[N:36])[CH2:34][CH2:33]1 |f:1.2.3|. Run at time 16 hour. Yields the product ClC1=C(C=C(C=C1)N(C(=O)C1=C(C(=NN1CCC)C(C(F)(F)F)(F)F)C(F)(F)F)CC)C(NC1(CC1)C#N)=O (N-{4-Chloro-3-[(1-cyanocyclopropyl)carbamoyl]phenyl}-N-ethyl-3-(pentafluoroethyl)-1-propyl-4-(trifluoromethyl)-1H-pyrazole-5-carboxamide). Procedure: 70 mg (0.13 mmol) of N-{4-chloro-3-[(1-cyanocyclopropyl)carbamoyl]phenyl}-3-(pentafluoroethyl)-1-propyl-4-(trifluoromethyl)-1H-pyrazole-5-carboxamide and 35 mg (0.14 mmol) of potassium carbonate are suspended in 1.4 ml of N,N-dimethylformamide p.a. Over a period of 16 h, a total of 29 mg (0.19 mmol) of iodoethane are added gradually to the mixture. After the addition has ended, the reaction solution is stirred at room temperature for 20 h. The reaction mixture is diluted with water, and the aque... Starting materials: ClC(=O)OCC1=CC=CC=C1 (benzyl chloroformate), C(Cl)Cl (methylene chloride), C(Cl)Cl (methylene chloride), NC=1C=CC2=C(SC(=C2Cl)C#N)C1 (6-amino-3-chlorobenzo-[b]thiophene-2-carbonitrile). Run in N1=CC=CC=C1 (pyridine). Reaction conditions: time 8 hour. Product: C(=O)(OCC1=CC=CC=C1)NC=1C=CC2=C(SC(=C2Cl)C#N)C1 (6-carbobenzyloxyamino-3-chlorobenzo[b]thiophene-2-carbonitrile). Reaction SMILES: Cl[C:2]([O:4][CH2:5][C:6]1[CH:11]=[CH:10][CH:9]=[CH:8][CH:7]=1)=[O:3].C(Cl)Cl.[NH2:15][C:16]1[CH:17]=[CH:18][C:19]2[C:23]([Cl:24])=[C:22]([C:25]#[N:26])[S:21][C:20]=2[CH:27]=1>N1C=CC=CC=1>[C:2]([NH:15][C:16]1[CH:17]=[CH:18][C:19]2[C:23]([Cl:24])=[C:22]([C:25]#[N:26])[S:21][C:20]=2[CH:27]=1)([O:4][CH2:5][C:6]1[CH:11]=[CH:10][CH:9]=[CH:8][CH:7]=1)=[O:3]. Procedure: A solution of 19.0 g. of benzyl chloroformate in 100 ml. of methylene chloride was added to a stirred solution of 0.1 mole of the amine in 500 ml. of methylene chloride containing 20 ml. of pyridine. The reaction mixture was stirred overnight at room temperature and then concentrated to dryness in vacuo. The solid residue was triturated with 5% hydrochloric acid solution and then recrystallized from ethanol to yield 6-carbobenzyloxyamino-3-chlorobenzo[b]thiophene-2-carbonitrile, m.p. 155°-166° C...